Dataset: the Open Reaction Database (ORD), a public repository of structured organic reaction records. Task: describe an organic reaction: reactants, conditions, products, and yield The reactants are CO, CCOC(=O)c1cc2ccc(Cl)c(N(C)S(=O)(=O)c3cccs3)c2[nH]1, [Na+], C1CCOC1, [OH-]. Product: CN(c1c(Cl)ccc2cc(C(=O)O)[nH]c12)S(=O)(=O)c1cccs1. As a reaction SMILES: [CH3:33][OH:34].[Cl:1][c:2]1[cH:3][cH:4][c:5]2[cH:6][c:7]([C:21](=[O:22])[O:23][CH2:24][CH3:25])[nH:8][c:9]2[c:10]1[N:11]([S:12](=[O:13])(=[O:14])[c:15]1[s:16][cH:17][cH:18][cH:19]1)[CH3:20].[Na+:27].[O:28]1[CH2:29][CH2:30][CH2:31][CH2:32]1.[OH-:26]>>[Cl:1][c:2]1[cH:3][cH:4][c:5]2[cH:6][c:7]([C:21](=[O:22])[OH:23])[nH:8][c:9]2[c:10]1[N:11]([S:12](=[O:13])(=[O:14])[c:15]1[s:16][cH:17][cH:18][cH:19]1)[CH3:20]. Product: ClC1=CC(=NC(=N1)SCC1=C(C(=CC=C1)Cl)F)NS(=O)(=O)N1CCN(CC1)C (N-[6-Chloro-2-[(3-chloro-2-fluorobenzyl)thio]-4-pyrimidinyl]-4-methyl-1-piperazinesulfonamide). Conditions: time 24 hour. Reported procedure: To a solution of the subtitle product of step i) (2.0 g) in dry DMF (20 ml) at 0° C. was added 60% sodium hydride (0.9 g) portionwise over 5 min. After further stirring at 0° C. for 30 min the subtitle product from step iii) (3.6 g) in DMF (10 ml) was added and the whole allowed to stir at room temperature for 24 h. The reaction mixture was carefully quenched with aqueous 2M hydrochloric acid until pH 7.4. The solvent was evaporated to dryness and the residue dissolved in a mixture of methanol/E... The solvent is CN(C)C=O (DMF), CN(C)C=O (DMF). Starting materials: CN1CCN(CC1)S(=O)(=O)N (4-Methyl-1-piperazinesulfonamide), [H-].[Na+] (sodium hydride), ClC1=NC(=NC(=C1)Cl)SCC1=C(C(=CC=C1)Cl)F (4,6-Dichloro-2-[(3-chloro-2-fluorobenzyl)thio]-pyrimidine). As a reaction SMILES: [CH3:1][N:2]1[CH2:7][CH2:6][N:5]([S:8]([NH2:11])(=[O:10])=[O:9])[CH2:4][CH2:3]1.[H-].[Na+].[Cl:14][C:15]1[CH:20]=[C:19](Cl)[N:18]=[C:17]([S:22][CH2:23][C:24]2[CH:29]=[CH:28][CH:27]=[C:26]([Cl:30])[C:25]=2[F:31])[N:16]=1>CN(C=O)C>[Cl:14][C:15]1[N:16]=[C:17]([S:22][CH2:23][C:24]2[CH:29]=[CH:28][CH:27]=[C:26]([Cl:30])[C:25]=2[F:31])[N:18]=[C:19]([NH:11][S:8]([N:5]2[CH2:6][CH2:7][N:2]([CH3:1])[CH2:3][CH2:4]2)(=[O:10])=[O:9])[CH:20]=1 |f:1.2|. Starting materials: BrC=1C=CC=C2C(=CC=NC12)Cl (8-bromo-4-chloroquinoline), C([O-])([O-])=O.[Cs+].[Cs+] (cesium carbonate), Cl.N1C=NC(=C1)C=1C=NN(C1)C (4-(1H-imidazol-4-yl)-1-methyl-1H-pyrazole hydrochloride), N1=CC=CC2=CC=CC(=C12)O (8-quinolinol). The reagents and catalysts are [Cu-]=O (copper(I) oxide). Solvent: CS(=O)C (DMSO). Run at temperature 110 celsius, time 2 hour. Product: BrC=1C=CC=C2C(=CC=NC12)N1C=NC(=C1)C=1C=NN(C1)C (8-bromo-4-(4-(1-methyl-1H-pyrazol-4-yl)-1H-imidazol-1-yl)quinoline). Yield: 100.0%. RXN SMILES: [Br:1][C:2]1[CH:3]=[CH:4][CH:5]=[C:6]2[C:11]=1[N:10]=[CH:9][CH:8]=[C:7]2Cl.Cl.[NH:14]1[CH:18]=[C:17]([C:19]2[CH:20]=[N:21][N:22]([CH3:24])[CH:23]=2)[N:16]=[CH:15]1.N1C2C(=CC=CC=2O)C=CC=1.C(=O)([O-])[O-].[Cs+].[Cs+]>CS(C)=O.[Cu-]=O>[Br:1][C:2]1[CH:3]=[CH:4][CH:5]=[C:6]2[C:11]=1[N:10]=[CH:9][CH:8]=[C:7]2[N:14]1[CH:18]=[C:17]([C:19]2[CH:20]=[N:21][N:22]([CH3:24])[CH:23]=2)[N:16]=[CH:15]1 |f:1.2,4.5.6|. Procedure details: A suspension of 2-bromoaniline (20.9 g) and 5-(methoxymethylene)-2,2-dimethyl-1,3-dioxane-4,6-dione (22.6 g) in 2-propanol (240 ml) was heated to reflux for 1 hour. The reaction solution was cooled to 0° C., and the deposit was then filtrated to obtain a pale yellow solid (35.0 g). A suspension of the obtained pale yellow solid (10.0 g) in Dowtherm (100 ml) was heated at 210° C. for 1 hour. After cooling, hexane (100 ml) was added to the reaction solution, and the deposit was filtrated to obtain... Reactants: S1C(=CC=C1)CC(=O)O (thiophen-2-yl acetic acid), NC1=C(C=C(C=C1)Cl)C(=O)C1=CC=CC=C1 ((2-amino-5-chloro-phenyl)-phenyl-methanone). Product: ClC=1C=C2C(=C(C(NC2=CC1)=O)C=1SC=CC1)C1=CC=CC=C1 (6-Chloro-4-phenyl-3-thiophen-2-yl-1H-quinolin-2-one). The yield is 55.0%. As a reaction SMILES: [S:1]1[CH:5]=[CH:4][CH:3]=[C:2]1[CH2:6][C:7]([OH:9])=O.[NH2:10][C:11]1[CH:16]=[CH:15][C:14]([Cl:17])=[CH:13][C:12]=1[C:18]([C:20]1[CH:25]=[CH:24][CH:23]=[CH:22][CH:21]=1)=O>>[Cl:17][C:14]1[CH:13]=[C:12]2[C:11](=[CH:16][CH:15]=1)[NH:10][C:7](=[O:9])[C:6]([C:2]1[S:1][CH:5]=[CH:4][CH:3]=1)=[C:18]2[C:20]1[CH:21]=[CH:22][CH:23]=[CH:24][CH:25]=1. Reported procedure: from thiophen-2-yl acetic acid and (2-amino-5-chloro-phenyl)-phenyl-methanone according to general procedure 2. Yield 55%. The reactants are COC1=CC=C(C=C1)N1C(O[C@H](C1)CN1CCC(CC1)OC1=CC=C(C=C1)[N+](=O)[O-])=O (3-p-methoxyphenyl-5(S)-[(4-p-nitrophenoxypiperidino)methyl]-2-oxazolidinone). The solvent is CS(=O)C (DMSO). Product: [N+](=O)([O-])C1=CC=C(OC2CCNCC2)C=C1 (4-(p-nitrophenoxy)piperidine). As a reaction SMILES: COC1C=CC(N2C[C@H](C[N:15]3[CH2:20][CH2:19][CH:18]([O:21][C:22]4[CH:27]=[CH:26][C:25]([N+:28]([O-:30])=[O:29])=[CH:24][CH:23]=4)[CH2:17][CH2:16]3)OC2=O)=CC=1>CS(C)=O>[N+:28]([C:25]1[CH:26]=[CH:27][C:22]([O:21][CH:18]2[CH2:17][CH2:16][NH:15][CH2:20][CH2:19]2)=[CH:23][CH:24]=1)([O-:30])=[O:29]. Procedure details: 3-p-methoxyphenyl-5(S)-[(4-p-nitrophenoxypiperidino)methyl]-2-oxazolidinone (hydrochloride), m.p. 250°-253°; [α]D =-32.7° (DMSO). The reagents and catalysts are [Ti](Cl)(Cl)(Cl)Cl (titanium tetrachloride), [Ti](Cl)(Cl)(Cl)Cl (Titanium tetrachloride). Reaction SMILES: [CH3:1][O:2][C:3]1[CH:4]=[CH:5][CH:6]=[C:7]2[C:12]=1[N:11]([CH3:13])[C:10](=[O:14])[CH2:9][CH2:8]2.[CH3:15][O:16]C(Cl)Cl>ClCCl.[Ti](Cl)(Cl)(Cl)Cl>[CH3:1][O:2][C:3]1[C:12]2[N:11]([CH3:13])[C:10](=[O:14])[CH2:9][CH2:8][C:7]=2[C:6]([CH:15]=[O:16])=[CH:5][CH:4]=1. Reported procedure: 8-Methoxy-1-methyl-3,4-dihydro-1H-quinolin-2-one (1.5 g) was dissolved in dichloromethane (15 ml), and dichloromethyl methyl ether (0.86 ml) was added at room temperature, followed by cooling with ice water. Titanium tetrachloride (10.5 ml) was added dropwise, and the resulting mixture was stirred at room temperature overnight. Further, dichloromethyl methyl ether (1.29 ml) and titanium tetrachloride (15.8 ml) were added, and stirring was carried out at room temperature for 5 hours. The reaction... The solvent is ClCCl (dichloromethane). Run at time 8 hour. Starting materials: COC(Cl)Cl (dichloromethyl methyl ether), ice water, COC=1C=CC=C2CCC(N(C12)C)=O (8-Methoxy-1-methyl-3,4-dihydro-1H-quinolin-2-one), COC(Cl)Cl (dichloromethyl methyl ether), ice water. Yield: 80.0%. The product is COC1=CC=C(C=2CCC(N(C12)C)=O)C=O (8-methoxy-1-methyl-2-oxo-1,2,3,4-tetrahydroquinoline-5-carboxaldehyde). Starting materials: C(C)(C)(C)OC(=O)NC1CCC(CC1)CC(=O)O (2-[4-(tert-butoxycarbonylamino)cyclohexyl]acetic acid), C(=O)([O-])[O-].[K+].[K+] (K2CO3), C(C1=CC=CC=C1)Br (benzyl bromide). Solvent: CCOCC (ether), CN(C)C=O (DMF). Conditions: time 16.75 hour. The product is N[C@@H]1CC[C@H](CC1)CC(=O)OCC1=CC=CC=C1 (benzyl 2-[trans-4-(amino)-cyclohexyl]acetate). As a reaction SMILES: C(OC([NH:8][CH:9]1[CH2:14][CH2:13][CH:12]([CH2:15][C:16]([OH:18])=[O:17])[CH2:11][CH2:10]1)=O)(C)(C)C.C([O-])([O-])=O.[K+].[K+].[CH2:25](Br)[C:26]1[CH:31]=[CH:30][CH:29]=[CH:28][CH:27]=1>CN(C=O)C.CCOCC>[NH2:8][C@H:9]1[CH2:10][CH2:11][C@H:12]([CH2:15][C:16]([O:18][CH2:25][C:26]2[CH:31]=[CH:30][CH:29]=[CH:28][CH:27]=2)=[O:17])[CH2:13][CH2:14]1 |f:1.2.3|. Procedure: To a solution of 2-[4-(tert-butoxycarbonylamino)cyclohexyl]acetic acid (1.0 g, 4 mmol) in DMF (10 mL) was added K2CO3 (600 mg, 4 mmol) followed by benzyl bromide (0.5 mL, 4.2 mmol). The resulting mixture was stirred for 16.75 hours, diluted with ether, washed with water (2×) followed by brine, dried over magnesium sulfate and concentrated. The residue was taken up in dichloromethane (12 mL). To this solution was added TFA (3 mL). The resulting solution was stirred for 2.5 hours then concentrated... Starting materials: BrC1=C(C=CC(=C1)OC(F)(F)F)NC1=NC2=C(N1CCCC(=O)OCC)C(=CC=C2Cl)C(CC)CC (ethyl 4-[2-{[2-bromo-4-(trifluoromethoxy)phenyl]amino}-4-chloro-7-(1-ethylpropyl)-1H-benzimidazol-1-yl]butanoate), [BH4-].[Li+] (lithium borohydride). Solvent: O1CCCC1 (tetrahydrofuran). Conditions: time 12 hour. The product is BrC1=C(C=CC(=C1)OC(F)(F)F)NC1=NC2=C(N1CCCCO)C(=CC=C2Cl)C(CC)CC (4-[2-{[2-Bromo-4-(trifluoromethoxy)phenyl]amino}-4-chloro-7-(1-ethylpropyl)-1H-benzimidazol-1-yl]butan-1-ol). Isolated yield 44.0%. As a reaction SMILES: [Br:1][C:2]1[CH:7]=[C:6]([O:8][C:9]([F:12])([F:11])[F:10])[CH:5]=[CH:4][C:3]=1[NH:13][C:14]1[N:18]([CH2:19][CH2:20][CH2:21][C:22](OCC)=[O:23])[C:17]2[C:27]([CH:32]([CH2:35][CH3:36])[CH2:33][CH3:34])=[CH:28][CH:29]=[C:30]([Cl:31])[C:16]=2[N:15]=1.[BH4-].[Li+]>O1CCCC1>[Br:1][C:2]1[CH:7]=[C:6]([O:8][C:9]([F:11])([F:10])[F:12])[CH:5]=[CH:4][C:3]=1[NH:13][C:14]1[N:18]([CH2:19][CH2:20][CH2:21][CH2:22][OH:23])[C:17]2[C:27]([CH:32]([CH2:35][CH3:36])[CH2:33][CH3:34])=[CH:28][CH:29]=[C:30]([Cl:31])[C:16]=2[N:15]=1 |f:1.2|. Reported procedure: To a solution of ethyl 4-[2-{[2-bromo-4-(trifluoromethoxy)phenyl]amino}-4-chloro-7-(1-ethylpropyl)-1H-benzimidazol-1-yl]butanoate (1.37 g, 2.32 mmol) in tetrahydrofuran (15.0 mL) was added lithium borohydride (151.5 mg, 6.96 mmol) at 0° C. The reaction mixture was stirred at room temperature for 12 hr. The reaction mixture was warmed to 60° C. and stirred for 24 hr. After cooling, the reaction mixture was quenched with water at 0° C. and extracted with ethyl acetate (×3). The combined organic la... Reactants: ClC=1C=NC=C(C1N1CCC(CC1)C(=O)N)Cl (1-(3,5-dichloropyridin-4-yl)piperidine-4-carboxamide), N1N=CC(=C1)B1OC(C)(C)C(C)(C)O1 (1H-pyrazole-4-boronic acid pinacol ester), C([O-])([O-])=O.[Na+].[Na+] (sodium carbonate). Reagents/catalysts: C=1C=CC(=CC1)[P](C=2C=CC=CC2)(C=3C=CC=CC3)[Pd]([P](C=4C=CC=CC4)(C=5C=CC=CC5)C=6C=CC=CC6)([P](C=7C=CC=CC7)(C=8C=CC=CC8)C=9C=CC=CC9)[P](C=1C=CC=CC1)(C=1C=CC=CC1)C=1C=CC=CC1 (tetrakis(triphenylphosphine)palladium(0)). Solvent: C(C)#N (acetonitrile). Product: ClC=1C=NC=C(C1N1CCC(CC1)C(=O)N)C=1C=NNC1 (1-(3-chloro-5-(1H-pyrazol-4-yl)pyridin-4-yl)piperidine-4-carboxamide). The yield is 66.9%. RXN SMILES: Cl[C:2]1[CH:3]=[N:4][CH:5]=[C:6]([Cl:17])[C:7]=1[N:8]1[CH2:13][CH2:12][CH:11]([C:14]([NH2:16])=[O:15])[CH2:10][CH2:9]1.[NH:18]1[CH:22]=[C:21](B2OC(C)(C)C(C)(C)O2)[CH:20]=[N:19]1.C(=O)([O-])[O-].[Na+].[Na+]>C1C=CC([P]([Pd]([P](C2C=CC=CC=2)(C2C=CC=CC=2)C2C=CC=CC=2)([P](C2C=CC=CC=2)(C2C=CC=CC=2)C2C=CC=CC=2)[P](C2C=CC=CC=2)(C2C=CC=CC=2)C2C=CC=CC=2)(C2C=CC=CC=2)C2C=CC=CC=2)=CC=1.C(#N)C>[Cl:17][C:6]1[CH:5]=[N:4][CH:3]=[C:2]([C:21]2[CH:22]=[N:18][NH:19][CH:20]=2)[C:7]=1[N:8]1[CH2:13][CH2:12][CH:11]([C:14]([NH2:16])=[O:15])[CH2:10][CH2:9]1 |f:2.3.4,^1:41,43,62,81|. Procedure details: General procedure D was followed using 1-(3,5-dichloropyridin-4-yl)piperidine-4-carboxamide 23 (24 mg, 0.088 mmol), 1H-pyrazole-4-boronic acid pinacol ester (12 mg, 0.11 mmol), tetrakis(triphenylphosphine)palladium(0) (5 mg, 5 mol %), acetonitrile (1 mL) and 0.5 M sodium carbonate (0.25 mL, 0.12 mmol) for 30 min. The crude product was purified by preparative tlc on silica gel (CH2Cl2, MeOH, 10:1) to furnish the title compound as a white solid (18 mg, 67%), LC-MS (ESI, 3.5 min) Rt 1.06 min, m/z 3... The solvent is 1-BuOH. Reaction SMILES: Cl[C:2]1[N:3]=[N:4][C:5]([C:14]2[CH:19]=[CH:18][CH:17]=[CH:16][CH:15]=2)=[CH:6][C:7]=1[C:8]1[CH:13]=[CH:12][CH:11]=[CH:10][CH:9]=1.[N:20]1[CH:25]=[CH:24][CH:23]=[N:22][C:21]=1[N:26]1[CH2:31][CH2:30][NH:29][CH2:28][CH2:27]1>>[C:8]1([C:7]2[CH:6]=[C:5]([C:14]3[CH:19]=[CH:18][CH:17]=[CH:16][CH:15]=3)[N:4]=[N:3][C:2]=2[N:29]2[CH2:30][CH2:31][N:26]([C:21]3[N:20]=[CH:25][CH:24]=[CH:23][N:22]=3)[CH2:27][CH2:28]2)[CH:13]=[CH:12][CH:11]=[CH:10][CH:9]=1. Reaction conditions: time 3 day. Starting materials: ClC=1N=NC(=CC1C1=CC=CC=C1)C1=CC=CC=C1 (3-chloro-4,6-diphenylpyridazine), N1=C(N=CC=C1)N1CCNCC1 (1-(2-pyrimidyl)piperazine). Isolated yield 81.1%. The product is C1(=CC=CC=C1)C1=C(N=NC(=C1)C1=CC=CC=C1)N1CCN(CC1)C1=NC=CC=N1 (4,6-diphenyl-3-(4-pyrimidin-2-ylpiperazin-1-yl)pyridazine). Procedure details: A mixture of 3-chloro-4,6-diphenylpyridazine (267 mg, 11.0 mmol), 1-(2-pyrimidyl)piperazine (656 mg, 4.0 mmol) in 3 ml of 1-BuOH was heated with stirring at 130 C for 3 days. The solvent was removed by evaporation in vacuo, the residue was treated with water to give a suspension. The solid was then filtered off, washed with water, dried over filter funnel in vacuo to give light pink solid. (320 mg, 0.81 mmol, yield 81.1%). ESI-MS: m/z 395.5 (M+H+). HRMS calcd 395.1979. found 395.1973. 1H NMR (CD...